Dataset: the Open Reaction Database (ORD), a public repository of structured organic reaction records. Task: describe an organic reaction: reactants, conditions, products, and yield Starting materials: FC=1C=C(CNC2=NC(=CN=C2)C2=CC(=NC=C2)F)C=CC1 (N-(3-fluorobenzyl)-6-(2-fluoropyridin-4-yl)pyrazin-2-amine), [C@H]1(CC[C@H](CC1)N)N (trans-cyclohexane-1,4-diamine). Solvent: CS(=O)C (DMSO), CS(=O)C (DMSO). Conditions: temperature 105 celsius. Yields the product FC=1C=C(CNC2=CN=CC(=N2)C2=CC(=NC=C2)N[C@@H]2CC[C@H](CC2)N)C=CC1 (trans-N1-(4-(6-(3-fluorobenzylamino)pyrazin-2-yl)pyridin-2-yl)cyclohexane-1,4-diamine). Yield: 85.8%. Reaction SMILES: [F:1][C:2]1[CH:3]=[C:4]([CH:20]=[CH:21][CH:22]=1)[CH2:5][NH:6][C:7]1[CH:12]=[N:11][CH:10]=[C:9]([C:13]2[CH:18]=[CH:17][N:16]=[C:15](F)[CH:14]=2)[N:8]=1.[C@H:23]1([NH2:30])[CH2:28][CH2:27][C@H:26]([NH2:29])[CH2:25][CH2:24]1>CS(C)=O>[F:1][C:2]1[CH:3]=[C:4]([CH:20]=[CH:21][CH:22]=1)[CH2:5][NH:6][C:7]1[N:8]=[C:9]([C:13]2[CH:18]=[CH:17][N:16]=[C:15]([NH:29][C@H:26]3[CH2:27][CH2:28][C@H:23]([NH2:30])[CH2:24][CH2:25]3)[CH:14]=2)[CH:10]=[N:11][CH:12]=1. Procedure details: To N-(3-fluorobenzyl)-6-(2-fluoropyridin-4-yl)pyrazin-2-amine (30 mg, 0.101 mmol) was added DMSO (0.6 ml) and trans-cyclohexane-1,4-diamine (115 mg, 1.006 mmol). The reaction mixture then was stirred at 105° C. until completion as indicated by LCMS, about 40 hours. To the crude reaction mixture, after cooling to room temperature mixture was added 0.75 ml of DMSO, the resulting mixture filtered and purified by prep LC. After lyphilization, 34 mg of the title compound was obtained as a TFA salt. L...